Task: describe an organic reaction: reactants, conditions, products, and yield. Dataset: the Open Reaction Database (ORD), a public repository of structured organic reaction records The reactants are O=C1CCC1, C1CCOC1, [Li]CCCC, C[Si](C)(C)Cl, Nc1nccs1. The product is Nc1ncc(C2(O)CCC2)s1. RXN SMILES: [C:17]1(=[O:21])[CH2:18][CH2:19][CH2:20]1.[CH2:22]1[O:23][CH2:24][CH2:25][CH2:26]1.[CH3:7][CH2:8][CH2:9][CH2:10][Li:11].[Cl:12][Si:13]([CH3:14])([CH3:15])[CH3:16].[NH2:1][c:2]1[s:3][cH:4][cH:5][n:6]1>>[NH2:1][c:2]1[s:3][c:4]([C:17]2([OH:21])[CH2:18][CH2:19][CH2:20]2)[cH:5][n:6]1. Reactants: CC(C)(C)[O-], Cc1ccccc1, CC(C)(C)OC(=O)N1CC2CCNCC21, Clc1ccc(Br)cn1, [Na+], O=C(C=Cc1ccccc1)C=Cc1ccccc1, O=C(C=Cc1ccccc1)C=Cc1ccccc1, O=C(C=Cc1ccccc1)C=Cc1ccccc1, [Pd], [Pd], c1ccc(P(c2ccccc2)c2ccc3ccccc3c2-c2c(P(c3ccccc3)c3ccccc3)ccc3ccccc23)cc1. The product is CC(C)(C)OC(=O)N1CC2CCN(c3ccc(Cl)nc3)CC21. Reaction SMILES: [CH3:70][C:71]([CH3:72])([O-:73])[CH3:74].[CH3:76][c:77]1[cH:78][cH:79][cH:80][cH:81][cH:82]1.[CH:1]12[CH2:2][NH:3][CH2:4][CH2:5][CH:6]1[CH2:7][N:8]2[C:9](=[O:10])[O:11][C:12]([CH3:13])([CH3:14])[CH3:15].[Cl:16][c:17]1[n:18][cH:19][c:20]([Br:23])[cH:21][cH:22]1.[Na+:75].[O:103]=[C:104]([CH:105]=[CH:106][c:107]1[cH:108][cH:109][cH:110][cH:111][cH:112]1)[CH:113]=[CH:114][c:115]1[cH:116][cH:117][cH:118][cH:119][cH:120]1.[O:121]=[C:122]([CH:123]=[CH:124][c:125]1[cH:126][cH:127][cH:128][cH:129][cH:130]1)[CH:131]=[CH:132][c:133]1[cH:134][cH:135][cH:136][cH:137][cH:138]1.[O:85]=[C:86]([CH:87]=[CH:88][c:89]1[cH:90][cH:91][cH:92][cH:93][cH:94]1)[CH:95]=[CH:96][c:97]1[cH:98][cH:99][cH:100][cH:101][cH:102]1.[Pd:83].[Pd:84].[cH:24]1[cH:25][cH:26][c:27]([P:28]([c:29]2[cH:30][cH:31][c:32]3[c:33]([cH:34][cH:35][cH:36][cH:37]3)[c:38]2-[c:39]2[c:40]3[c:41]([cH:42][cH:43][cH:44][cH:45]3)[cH:46][cH:47][c:48]2[P:49]([c:50]2[cH:51][cH:52][cH:53][cH:54][cH:55]2)[c:56]2[cH:57][cH:58][cH:59][cH:60][cH:61]2)[c:62]2[cH:63][cH:64][cH:65][cH:66][cH:67]2)[cH:68][cH:69]1>>[CH:1]12[CH2:2][N:3]([c:20]3[cH:19][n:18][c:17]([Cl:16])[cH:22][cH:21]3)[CH2:4][CH2:5][CH:6]1[CH2:7][N:8]2[C:9](=[O:10])[O:11][C:12]([CH3:13])([CH3:14])[CH3:15].